Dataset: the Open Reaction Database (ORD), a public repository of structured organic reaction records. Task: describe an organic reaction: reactants, conditions, products, and yield Starting materials: C(C)(=O)OCC1=CC=C(C=C1)F (4-fluorobenzyl acetate), C1(=CC=CC=C1)S(=O)(=O)[O-].[Na+] (sodium benzenesulfonate), C[O-].[Na+] (sodium methylate). Run in CO (methanol). Product: COC(C1=CC=C(C=C1)F)OC (4-Fluorobenzaldehyde dimethyl acetal). As a reaction SMILES: [C:1]([O:4][CH2:5][C:6]1[CH:11]=[CH:10][C:9]([F:12])=[CH:8][CH:7]=1)(=O)C.C1(S([O-])(=O)=O)C=CC=CC=1.[Na+].[CH3:24][O-:25].[Na+]>CO>[CH3:1][O:4][CH:5]([O:25][CH3:24])[C:6]1[CH:11]=[CH:10][C:9]([F:12])=[CH:8][CH:7]=1 |f:1.2,3.4|. Procedure details: Electrolyte: 250 g (1.488 mol) of 4-fluorobenzyl acetate, 12.5 g of sodium benzenesulfonate, 12.5 g of sodium methylate and 2225 g of methanol Starting materials: CCO, CCCc1ccc2c(Cl)ccnc2n1, CC(=O)Nc1ccc(Sc2ccc(OCc3ccccc3Br)cc2N)cc1. The product is CCCc1ccc2c(Nc3cc(OCc4ccccc4Br)ccc3Sc3ccc(NC(C)=O)cc3)ccnc2n1. RXN SMILES: [CH3:42][CH2:43][OH:44].[Cl:1][c:2]1[c:3]2[cH:4][cH:5][c:6]([CH2:12][CH2:13][CH3:14])[n:7][c:8]2[n:9][cH:10][cH:11]1.[NH2:15][c:16]1[c:17]([S:31][c:32]2[cH:33][cH:34][c:35]([NH:38][C:39]([CH3:40])=[O:41])[cH:36][cH:37]2)[cH:18][cH:19][c:20]([O:22][CH2:23][c:24]2[c:25]([Br:30])[cH:26][cH:27][cH:28][cH:29]2)[cH:21]1>>[c:2]1([NH:15][c:16]2[c:17]([S:31][c:32]3[cH:33][cH:34][c:35]([NH:38][C:39]([CH3:40])=[O:41])[cH:36][cH:37]3)[cH:18][cH:19][c:20]([O:22][CH2:23][c:24]3[c:25]([Br:30])[cH:26][cH:27][cH:28][cH:29]3)[cH:21]2)[c:3]2[cH:4][cH:5][c:6]([CH2:12][CH2:13][CH3:14])[n:7][c:8]2[n:9][cH:10][cH:11]1. Starting materials: N1=CC=C(C=C1)N1CCN(CC1)CC(=O)C1=CC=C(OCC(=O)OC)C=C1 (Methyl 4-[2-[4-(4-pyridyl)piperazin-1-yl]acetyl]phenoxyacetate), [OH-].[Na+] (sodium hydroxide). Run in O (water), CO (methanol). Reaction conditions: temperature 4 celsius, time 2 hour. Product: N1=CC=C(C=C1)N1CCN(CC1)C1=C(OCC(=O)O)C=CC=C1 (2-[4- (4-Pyridyl)piperazin-1-yl]phenoxyacetic acid). RXN SMILES: [N:1]1[CH:6]=[CH:5][C:4]([N:7]2[CH2:12][CH2:11][N:10]([CH2:13][C:14]([C:16]3[CH:27]=[CH:26][C:19]([O:20][CH2:21][C:22]([O:24]C)=[O:23])=CC=3)=O)[CH2:9][CH2:8]2)=[CH:3][CH:2]=1.[OH-].[Na+]>CO.O>[N:1]1[CH:2]=[CH:3][C:4]([N:7]2[CH2:8][CH2:9][N:10]([C:13]3[CH:14]=[CH:16][CH:27]=[CH:26][C:19]=3[O:20][CH2:21][C:22]([OH:24])=[O:23])[CH2:11][CH2:12]2)=[CH:5][CH:6]=1 |f:1.2|. Reported procedure: A stirred solution of the product of Example 1 (550 mg) in methanol (10 ml) was treated with a M sodium hydroxide solution (1.65 ml) and stirring continued for a further 2 hours. The mixture was diluted with water (10 ml) and the resulting solution concentrated in vacuo. Water (20 ml) was added and then a M hydrochloric acid solution (1.65 ml). On cooling to 4° C., a solid precipitated. This mixture was concentrated in vacuo, the solid collected and washed with ice-water, then dried to give the ... Reactants: NC1=C(C(=O)O)C=C(C=C1)I (2-amino-5-iodobenzoic acid), FC(C(CCC1=CC=CC=C1)=O)(F)F (1,1,1-trifluoro-4-phenylbutan-2-one), CS(=O)(=O)O.O=P12OP3(=O)OP(=O)(O1)OP(=O)(O2)O3 (Eaton's reagent), ice water, [OH-].[Na+] (NaOH), [NH4+].[OH-] (NH4OH). Run in C(Cl)Cl (DCM). Conditions: temperature 100 celsius. Yields the product C(C1=CC=CC=C1)C=1C(=NC2=CC=C(C=C2C1O)I)C(F)(F)F (3-Benzyl-6-iodo-2-(trifluoromethyl)quinolin-4-ol), crude product. RXN SMILES: [NH2:1][C:2]1[CH:10]=[CH:9][C:8]([I:11])=[CH:7][C:3]=1[C:4]([OH:6])=O.[F:12][C:13]([F:25])([F:24])[C:14](=O)[CH2:15][CH2:16][C:17]1[CH:22]=[CH:21][CH:20]=[CH:19][CH:18]=1.CS(O)(=O)=O.O=P12OP3(OP(OP(O3)(O1)=O)(=O)O2)=O.[OH-].[Na+].[NH4+].[OH-]>C(Cl)Cl>[CH2:16]([C:15]1[C:14]([C:13]([F:12])([F:25])[F:24])=[N:1][C:2]2[C:3]([C:4]=1[OH:6])=[CH:7][C:8]([I:11])=[CH:9][CH:10]=2)[C:17]1[CH:22]=[CH:21][CH:20]=[CH:19][CH:18]=1 |f:2.3,4.5,6.7|. Procedure: A mixture of 2-amino-5-iodobenzoic acid (5.73 g, 21.8 mmol), 1,1,1-trifluoro-4-phenylbutan-2-one (5.30 g, 26.2 mmol, see reference Yang, D; Wong, M; Yan, Z. J. Org. Chem. 2000, 65, 4179-4184), and Eaton's reagent (16 mL) in a sealed pressure tube was heated at 100° C. for 1.5 hours. The reaction was then cooled to room temperature and ice-water and DCM were added. Then the pH was adjusted to pH 9 by the slow addition of 50% aqueous NaOH and concentrated NH4OH solutions (the mixture was periodica... Starting materials: Cn1ncc(Br)c1-c1sc(C(=O)O)cc1Br, CCN(C(C)C)C(C)C, ClC(Cl)Cl, NC(Cc1ccccc1C(F)(F)F)CN1C(=O)c2ccccc2C1=O. The product is Cn1ncc(Br)c1-c1sc(C(=O)NC(Cc2ccccc2C(F)(F)F)CN2C(=O)c3ccccc3C2=O)cc1Br. Reaction SMILES: [Br:1][c:2]1[cH:3][c:4]([C:14](=[O:15])[OH:16])[s:5][c:6]1-[c:7]1[c:8]([Br:13])[cH:9][n:10][n:11]1[CH3:12].[CH:42]([N:43]([CH2:44][CH3:45])[CH:46]([CH3:47])[CH3:48])([CH3:49])[CH3:50].[CH:51]([Cl:52])([Cl:53])[Cl:54].[NH2:17][CH:18]([CH2:19][N:20]1[C:21](=[O:30])[c:22]2[cH:23][cH:24][cH:25][cH:26][c:27]2[C:28]1=[O:29])[CH2:31][c:32]1[c:33]([C:38]([F:39])([F:40])[F:41])[cH:34][cH:35][cH:36][cH:37]1>>[Br:1][c:2]1[cH:3][c:4]([C:14](=[O:16])[NH:17][CH:18]([CH2:19][N:20]2[C:21](=[O:30])[c:22]3[cH:23][cH:24][cH:25][cH:26][c:27]3[C:28]2=[O:29])[CH2:31][c:32]2[c:33]([C:38]([F:39])([F:40])[F:41])[cH:34][cH:35][cH:36][cH:37]2)[s:5][c:6]1-[c:7]1[c:8]([Br:13])[cH:9][n:10][n:11]1[CH3:12]. Starting materials: CCCN(CCC1=CC=CS1)[C@H]2CCC3=C(C2)C=CC=C3O.Cl (Rotigotine hydrochloride), [OH-].[Na+] (NaOH), P(=O)([O-])([O-])[O-].[Na+].[Na+].[Na+] (sodium phosphate), NaH2PO4. The solvent is C(C)O (ethanol), O (water). Run at time 10 minute. Product: CCCN(CCC1=CC=CS1)[C@H]2CCC3=C(C=CC=C3O)C2 (rotigotine). As a reaction SMILES: [CH3:1][CH2:2][CH2:3][N:4]([C@@H:12]1[CH2:17][C:16]2[CH:18]=[CH:19][CH:20]=[C:21]([OH:22])[C:15]=2[CH2:14][CH2:13]1)[CH2:5][CH2:6][C:7]1[S:11][CH:10]=[CH:9][CH:8]=1.Cl.[OH-].[Na+].P([O-])([O-])([O-])=O.[Na+].[Na+].[Na+]>C(O)C.O>[CH3:1][CH2:2][CH2:3][N:4]([C@@H:12]1[CH2:17][C:16]2[CH:18]=[CH:19][CH:20]=[C:21]([OH:22])[C:15]=2[CH2:14][CH2:13]1)[CH2:5][CH2:6][C:7]1[S:11][CH:10]=[CH:9][CH:8]=1 |f:0.1,2.3,4.5.6.7|. Reported procedure: 2400 g Rotigotine hydrochloride were added to a solution of 272.8 g NaOH in 3488 g ethanol (96%). The resulting mixture was stirred for approximately 10 minutes. Then 379.2 g of sodium phosphate buffer solution (27.6 g Na2HPO4×2H2O) and 53.2 g NaH2PO4×2H2O in 298.5 g water) was added. Insoluble or precipitated solids were separated from the mixture by filtration. The filter was rinsed with 964 g ethanol (96%) to obtain a particle-free ethanolic solution of rotigotine essentially in the form of t... The reactants are COC(CC(C[N+](=O)[O-])C1=CC=C(C=C1)Cl)=O (4-nitro-3-(4-chlorophenyl)butanoic acid methyl ester), C(C=C)(=O)OC (methyl acrylate), Cl (hydrochloric acid). The solvent is C(C)(C)(C)O (t-butanol), C(C)OCC (diethyl ether). Run at time 94 hour. Yields the product COC(CC(C(CCC(=O)OC)[N+](=O)[O-])C1=CC=C(C=C1)Cl)=O (4-nitro-3-(4-chlorophenyl)heptanedioic acid dimethyl ester). RXN SMILES: [CH3:1][O:2][C:3](=[O:17])[CH2:4][CH:5]([C:10]1[CH:15]=[CH:14][C:13]([Cl:16])=[CH:12][CH:11]=1)[CH2:6][N+:7]([O-:9])=[O:8].[C:18]([O:22][CH3:23])(=[O:21])[CH:19]=[CH2:20].Cl>C(O)(C)(C)C.C(OCC)C>[CH3:1][O:2][C:3](=[O:17])[CH2:4][CH:5]([C:10]1[CH:11]=[CH:12][C:13]([Cl:16])=[CH:14][CH:15]=1)[CH:6]([N+:7]([O-:9])=[O:8])[CH2:20][CH2:19][C:18]([O:22][CH3:23])=[O:21]. Reported procedure: A solution of 337 g of 4-nitro-3-(4-chlorophenyl)butanoic acid methyl ester, 118 g of methyl acrylate, and 25 ml of Triton B in 500 ml of t-butanol is allowed to stir at room temperature for 94 hours. Excess aqueous hydrochloric acid (1 N) is added and the solution is diluted with diethyl ether. The organic layer is separated, dried over anhydrous magnesium sulfate and evaporated to give 4-nitro-3-(4-chlorophenyl)heptanedioic acid dimethyl ester. The reactants are C1(=CC=CC=C1)C1(CCCC1)C(=O)O (1-phenylcyclopentanecarboxylic acid), CC(C(C(=O)N[C@H]1CC[C@H]2CN(C[C@H]21)CC2=CC(=CC=C2)C(F)(F)F)C2=CC=CC=C2)C (3-methyl-2-phenyl-N-{(3aS*,4S*,6aR*)-2-[3-(trifluoromethyl)benzyl]octahydrocyclopenta[c]pyrrol-4-yl}butanamide), C(C1=CC=CC=C1)N1C[C@H]2[C@@H](C1)C(CC2)N ((3aS*,6aR*)-2-benzyloctahydrocyclopenta[c]pyrrol-4-amine). Yields the product C(C)C(C(=O)N[C@H]1CC[C@H]2CN(C[C@H]21)CC2=CC(=CC=C2)C(F)(F)F)CC (2-ethyl-N-{(3aS*,4S*,6aR*)-2-[3-(trifluoromethyl)benzyl]octahydrocyclopenta[c]pyrrol-4-yl}butanamide). As a reaction SMILES: C1(C2(C(O)=O)CCCC2)C=CC=CC=1.[CH3:15][CH:16](C)[CH:17]([C:40]1C=CC=C[CH:41]=1)[C:18]([NH:20][C@@H:21]1[C@H:28]2[C@H:24]([CH2:25][N:26]([CH2:29][C:30]3[CH:35]=[CH:34][CH:33]=[C:32]([C:36]([F:39])([F:38])[F:37])[CH:31]=3)[CH2:27]2)[CH2:23][CH2:22]1)=[O:19].C(N1C[C@H]2C(N)CC[C@H]2C1)C1C=CC=CC=1>>[CH2:40]([CH:17]([CH2:16][CH3:15])[C:18]([NH:20][C@@H:21]1[C@H:28]2[C@H:24]([CH2:25][N:26]([CH2:29][C:30]3[CH:35]=[CH:34][CH:33]=[C:32]([C:36]([F:39])([F:37])[F:38])[CH:31]=3)[CH2:27]2)[CH2:23][CH2:22]1)=[O:19])[CH3:41]. Procedure: The title compound was prepared by substituting 2-ethylbutanoic acid for 1-phenylcyclopentanecarboxylic acid and (3aS*,4S*,6aR*)-2-(3-(trifluoromethyl)benzyl)octahydrocyclopenta[c]pyrrol-4-amine from Example 122 Step E for (3aS*,6aR*)-2-benzyloctahydrocyclopenta[c]pyrrol-4-amine in the procedure described for Example 1: 1H NMR (500 MHz, pyridine-d5) δ ppm 7.90 (d, J=6.7, 1H), 7.71 (s, 1H), 7.61 (d, J=7.7, 1H), 7.54 (d, J=7.7, 1H), 7.46 (t, J=7.7, 1H), 4.51-4.43 (m, 1H), 3.49 (s, 2H), 2.83 (ddd, ... Reactants: OC1=CC=C(C=C1)C(C1=C(C=CC=C1)NC(C1=CC=C(C=C1)[N+](=O)[O-])=O)C1=CC=C(C=C1)O (N-{2-[Bis(4-hydroxyphenyl)methyl]phenyl}-4-nitrobenzamide). The reagents and catalysts are [C].[Pd] (palladium-carbon). Run in CO (methanol). Conditions: time 2 hour. Yields the product OC1=CC=C(C=C1)C(C1=C(C=CC=C1)NC(C1=CC=C(C=C1)N)=O)C1=CC=C(C=C1)O (N-{2-[Bis(4-hydroxyphenyl)methyl]phenyl}-4-aminobenzamide). The yield is 38.4%. Reaction SMILES: [OH:1][C:2]1[CH:7]=[CH:6][C:5]([CH:8]([C:27]2[CH:32]=[CH:31][C:30]([OH:33])=[CH:29][CH:28]=2)[C:9]2[CH:14]=[CH:13][CH:12]=[CH:11][C:10]=2[NH:15][C:16](=[O:26])[C:17]2[CH:22]=[CH:21][C:20]([N+:23]([O-])=O)=[CH:19][CH:18]=2)=[CH:4][CH:3]=1>CO.[C].[Pd]>[OH:33][C:30]1[CH:31]=[CH:32][C:27]([CH:8]([C:5]2[CH:4]=[CH:3][C:2]([OH:1])=[CH:7][CH:6]=2)[C:9]2[CH:14]=[CH:13][CH:12]=[CH:11][C:10]=2[NH:15][C:16](=[O:26])[C:17]2[CH:22]=[CH:21][C:20]([NH2:23])=[CH:19][CH:18]=2)=[CH:28][CH:29]=1 |f:2.3|. Procedure: In 50 ml of methanol were suspended 1.48 g of Compound 117 obtained by Example 117 and 0.23 g of 10% palladium-carbon, and the suspension was stirred under hydrogen atmosphere at room temperature for 2 hours. After the reaction was completed, the reaction mixture was filtered by using a filter aid. The solvent was evaporated under reduced pressure to afford 0.53 g of the desired compound (Compound 136). The reactants are O=C([O-])[O-], CS(C)=O, [Cs+], [Cs+], Fc1ncccc1C1CCOC1, O, Oc1ccc(Nc2nc3ccccc3s2)cc1. The product is c1cnc(Oc2ccc(Nc3nc4ccccc4s3)cc2)c(C2CCOC2)c1. As a reaction SMILES: [C:30](=[O:31])([O-:32])[O-:33].[CH3:36][S:37]([CH3:38])=[O:39].[Cs+:34].[Cs+:35].[F:1][c:2]1[n:3][cH:4][cH:5][cH:6][c:7]1[CH:8]1[CH2:9][O:10][CH2:11][CH2:12]1.[OH2:40].[s:13]1[c:14]([NH:22][c:23]2[cH:24][cH:25][c:26]([OH:29])[cH:27][cH:28]2)[n:15][c:16]2[c:17]1[cH:18][cH:19][cH:20][cH:21]2>>[c:2]1([O:29][c:26]2[cH:25][cH:24][c:23]([NH:22][c:14]3[s:13][c:17]4[c:16]([n:15]3)[cH:21][cH:20][cH:19][cH:18]4)[cH:28][cH:27]2)[n:3][cH:4][cH:5][cH:6][c:7]1[CH:8]1[CH2:9][O:10][CH2:11][CH2:12]1.